From a dataset of the Open Reaction Database (ORD), a public repository of structured organic reaction records. describe an organic reaction: reactants, conditions, products, and yield Starting materials: stannous chloride, [N+](=O)([O-])C=1C=C2C(N(C(C2=CC1)=O)CC=1C=NC=CC1)=O (5-nitro-2-(3-pyridylmethyl)-1H-isoindole-1,3 (2H)-dione). Run in Cl (hydrochloric acid). Run at time 15 minute. Yields the product NC=1C=C2C(N(C(C2=CC1)=O)CC=1C=NC=CC1)=O (5-amino-2-(3-pyridylmethyl)-1H-isoindole-1,3 (2H)-dione). Isolated yield 92.0%. As a reaction SMILES: [N+:1]([C:4]1[CH:5]=[C:6]2[C:10](=[CH:11][CH:12]=1)[C:9](=[O:13])[N:8]([CH2:14][C:15]1[CH:16]=[N:17][CH:18]=[CH:19][CH:20]=1)[C:7]2=[O:21])([O-])=O>Cl>[NH2:1][C:4]1[CH:5]=[C:6]2[C:10](=[CH:11][CH:12]=1)[C:9](=[O:13])[N:8]([CH2:14][C:15]1[CH:16]=[N:17][CH:18]=[CH:19][CH:20]=1)[C:7]2=[O:21]. Procedure: To 200 ml of conc. hydrochloric acid was added 21.1 g of stannous chloride under ice cooling, and 9.0 g of 5-nitro-2-(3-pyridylmethyl)-1H-isoindole-1,3 (2H)-dione was added. The reaction mixture was stirred at room temperature for 15 minutes and stirred at 80° C. for 30 minutes. After cooling, the mixture was filtered, and the resultant solid was mixed with water and made alkaline with aqueous ammonia. To this mixture was added 500 ml of tetrahydrofuran, and the resultant mixture was filtered wi... Reactants: O=C(Sc1ccc2c(cnn2-c2ccc(F)cc2)c1)c1ccccc1, O=C([O-])[O-], CO, [K+], [K+], O. The product is Fc1ccc(-n2ncc3cc(S)ccc32)cc1. RXN SMILES: [C:1](=[O:2])([c:3]1[cH:4][cH:5][cH:6][cH:7][cH:25]1)[S:8][c:9]1[cH:10][c:11]2[cH:12][n:13][n:14](-[c:18]3[cH:19][cH:20][c:21]([F:24])[cH:22][cH:23]3)[c:15]2[cH:16][cH:17]1.[C:26](=[O:27])([O-:28])[O-:29].[CH3:33][OH:34].[K+:30].[K+:31].[OH2:32]>>[SH:8][c:9]1[cH:10][c:11]2[cH:12][n:13][n:14](-[c:18]3[cH:19][cH:20][c:21]([F:24])[cH:22][cH:23]3)[c:15]2[cH:16][cH:17]1. Starting materials: C(C)OC=1C=C(C=CC1OC)C(CC(=O)O)N1C(C=2C(C1=O)=C(C=CC2)[N+](=O)[O-])=O (3-(3-ethoxy-4-methoxyphenyl)-3-(3-nitrophthalimido)propanoic acid), N,N′-carbonyldiimidazole, Cl.C(C1=CC=CC=C1)ON (O-benzylhydroxylamine hydrochloride). The solvent is O1CCCC1 (tetrahydrofuran). Product: C(C1=CC=CC=C1)ONC(CC(N1C(C=2C(C1=O)=C(C=CC2)[N+](=O)[O-])=O)C2=CC(=C(C=C2)OC)OCC)=O (N-benzyloxy-3-(3-ethoxy-4-methoxyphenyl)-3-(3-nitrophthalimido)propionamide). Isolated yield 85.8%. As a reaction SMILES: [CH2:1]([O:3][C:4]1[CH:5]=[C:6]([CH:12]([N:17]2[C:21](=[O:22])[C:20]3=[C:23]([N+:27]([O-:29])=[O:28])[CH:24]=[CH:25][CH:26]=[C:19]3[C:18]2=[O:30])[CH2:13][C:14](O)=[O:15])[CH:7]=[CH:8][C:9]=1[O:10][CH3:11])[CH3:2].Cl.[CH2:32]([O:39][NH2:40])[C:33]1[CH:38]=[CH:37][CH:36]=[CH:35][CH:34]=1>O1CCCC1>[CH2:32]([O:39][NH:40][C:14](=[O:15])[CH2:13][CH:12]([C:6]1[CH:7]=[CH:8][C:9]([O:10][CH3:11])=[C:4]([O:3][CH2:1][CH3:2])[CH:5]=1)[N:17]1[C:21](=[O:22])[C:20]2=[C:23]([N+:27]([O-:29])=[O:28])[CH:24]=[CH:25][CH:26]=[C:19]2[C:18]1=[O:30])[C:33]1[CH:38]=[CH:37][CH:36]=[CH:35][CH:34]=1 |f:1.2|. Procedure details: N-Benzyloxy-3-(3-ethoxy-4-methoxyphenyl)-3-(3-nitrophthalimido)propionamide was prepared by the procedure of Example 1 from 3-(3-ethoxy-4-methoxyphenyl)-3-(3-nitrophthalimido)propanoic acid (1.30 g, 3.14 mmol), N,N′-carbonyldiimidazole (533 mg, 3.28 mmol) and O-benzylhydroxylamine hydrochloride (550 mg, 3.45 mmol) in tetrahydrofuran (10 mL) to afford N-benzyloxy-3-(3-ethoxy-4-methoxyphenyl)-3-(3-nitrophthalimido)propionamide as a yellow solid (1.4 g, 86% yield): mp, 137.0–139.0° C.; 1H NMR (DMSO...